This data is from the Open Reaction Database (ORD), a public repository of structured organic reaction records. The task is: describe an organic reaction: reactants, conditions, products, and yield The reactants are O=N[O-], [Na+], [Na+], [Na+], O=C([O-])[O-], O, O=[N+]([O-])O, Cn1c(CC2(O)C=CC=CC2C(F)(F)F)cnc1S. Yields the product Cn1cncc1CC1(O)C=CC=CC1C(F)(F)F. RXN SMILES: [N:5]([O-:6])=[O:7].[Na+:28].[Na+:29].[Na+:8].[O-:30][C:31](=[O:32])[O-:33].[OH2:34].[OH:1][N+:2](=[O:3])[O-:4].[OH:9][C:10]1([CH2:11][c:12]2[n:13]([CH3:18])[c:14]([SH:17])[n:15][cH:16]2)[CH:19]([C:24]([F:25])([F:26])[F:27])[CH:20]=[CH:21][CH:22]=[CH:23]1>>[OH:9][C:10]1([CH2:11][c:12]2[n:13]([CH3:18])[cH:14][n:15][cH:16]2)[CH:19]([C:24]([F:25])([F:26])[F:27])[CH:20]=[CH:21][CH:22]=[CH:23]1. Starting materials: FC1=C(C=C(C=C1)F)C1(CC1)N (1-(2,5-difluorophenyl)cyclopropanamine), BrC1=CN2C(S1)=NC(=C2)C(=O)O (2-bromoimidazo[2,1-b]thiazole-6-carboxylic acid). Yields the product BrC1=CN2C(S1)=NC(=C2)C(=O)NC2(CC2)C2=C(C=CC(=C2)F)F (2-Bromo-N-(1-(2,5-difluorophenyl)cyclopropyl)imidazo[2,1-b]thiazole-6-carboxamide). As a reaction SMILES: [F:1][C:2]1[CH:7]=[CH:6][C:5]([F:8])=[CH:4][C:3]=1[C:9]1([NH2:12])[CH2:11][CH2:10]1.[Br:13][C:14]1[S:18][C:17]2=[N:19][C:20]([C:22](O)=[O:23])=[CH:21][N:16]2[CH:15]=1>>[Br:13][C:14]1[S:18][C:17]2=[N:19][C:20]([C:22]([NH:12][C:9]3([C:3]4[CH:4]=[C:5]([F:8])[CH:6]=[CH:7][C:2]=4[F:1])[CH2:10][CH2:11]3)=[O:23])=[CH:21][N:16]2[CH:15]=1. Procedure details: The title compound was prepared by essentially following the same procedures described for Intermediate XLIV, using 1-(2,5-difluorophenyl)cyclopropanamine and 2-bromoimidazo[2,1-b]thiazole-6-carboxylic acid as starting materials.